From a dataset of the Open Reaction Database (ORD), a public repository of structured organic reaction records. describe an organic reaction: reactants, conditions, products, and yield The reactants are O=[N+]([O-])c1ccc(OCc2ccccc2)cc1Sc1ccc(O)cc1, CO, [Cl-], [Fe], [NH4+], C1CCOC1, O. Yields the product Nc1ccc(OCc2ccccc2)cc1Sc1ccc(O)cc1. RXN SMILES: [CH2:1]([c:2]1[cH:3][cH:4][cH:5][cH:6][cH:7]1)[O:8][c:9]1[cH:10][cH:11][c:12]([N+:23]([O-:24])=[O:25])[c:13]([S:15][c:16]2[cH:17][cH:18][c:19]([OH:22])[cH:20][cH:21]2)[cH:14]1.[CH3:33][OH:34].[Cl-:26].[Fe:36].[NH4+:27].[O:28]1[CH2:29][CH2:30][CH2:31][CH2:32]1.[OH2:35]>>[CH2:1]([c:2]1[cH:3][cH:4][cH:5][cH:6][cH:7]1)[O:8][c:9]1[cH:10][cH:11][c:12]([NH2:23])[c:13]([S:15][c:16]2[cH:17][cH:18][c:19]([OH:22])[cH:20][cH:21]2)[cH:14]1.